Dataset: the Open Reaction Database (ORD), a public repository of structured organic reaction records. Task: describe an organic reaction: reactants, conditions, products, and yield The reactants are BrC1=C(CN)C=CC=C1 (2-bromobenzylamine), CN (methylamine), solution. Run in CO (MeOH), CO (MeOH), C(Cl)Cl (DCM). Run at time 2 hour. The product is BrC1=C(CNC)C=CC=C1 ((2-Bromo-benzyl)-methyl-amine). Reaction SMILES: [Br:1][C:2]1[CH:9]=[CH:8][CH:7]=[CH:6][C:3]=1[CH2:4][NH2:5].[CH3:10]N>CO.C(Cl)Cl>[Br:1][C:2]1[CH:9]=[CH:8][CH:7]=[CH:6][C:3]=1[CH2:4][NH:5][CH3:10]. Reported procedure: A solution of 2-bromobenzylamine (9 g, 36.1 mmol) in MeOH (60 ml) was added dropwise over 30 min. to a solution of methylamine in MeOH (200 mL of a 2.0 M solution, 0.4 mol). The resulting solution was stirred at rt for 2 h and concentrated. The residue obtained was dissolved in DCM (100 mL) and successively washed with saturated aqueous sodium carbonate, dried over sodium sulphate, and concentrated. The resulting oil was distilled to afford the title compound (7 g, 95%) as a colorless oil (b.p. ...